From a dataset of the Open Reaction Database (ORD), a public repository of structured organic reaction records. describe an organic reaction: reactants, conditions, products, and yield Reactants: COC(=O)C=1N(C2=CC(=CC=C2C(C1CC1=CC=C(C=C1)C(=O)OC)=O)Cl)C1=CC=CC=C1 (7-chloro-3-(4-methoxycarbonyl-benzyl)-4-oxo-1-phenyl-1,4-dihydro-quinoline-2-carboxylic acid methyl ester), [OH-].[Li+] (lithium hydroxide), three, Cl (hydrochloric acid), C(C)(=O)OC (methyl acetate), [OH-].[Li+] (lithium hydroxide). The solvent is O1CCOCC1 (1,4-dioxane), O (water), O1CCOCC1 (1,4-dioxane). Run at temperature 25 celsius. Yields the product COC(=O)C=1N(C2=CC(=CC=C2C(C1CC1=CC=C(C=C1)C(=O)O)=O)Cl)C1=CC=CC=C1 (3-(4-carboxy-benzyl)-7-chloro-4-oxo-1-phenyl-1,4-dihydro-quinoline-2-carboxylic acid methyl ester). Yield: 83.4%. RXN SMILES: [CH3:1][O:2][C:3]([C:5]1[N:6]([C:28]2[CH:33]=[CH:32][CH:31]=[CH:30][CH:29]=2)[C:7]2[C:12]([C:13](=[O:26])[C:14]=1[CH2:15][C:16]1[CH:21]=[CH:20][C:19]([C:22]([O:24]C)=[O:23])=[CH:18][CH:17]=1)=[CH:11][CH:10]=[C:9]([Cl:27])[CH:8]=2)=[O:4].[OH-].[Li+].Cl.C(OC)(=O)C>O1CCOCC1.O>[CH3:1][O:2][C:3]([C:5]1[N:6]([C:28]2[CH:33]=[CH:32][CH:31]=[CH:30][CH:29]=2)[C:7]2[C:12]([C:13](=[O:26])[C:14]=1[CH2:15][C:16]1[CH:21]=[CH:20][C:19]([C:22]([OH:24])=[O:23])=[CH:18][CH:17]=1)=[CH:11][CH:10]=[C:9]([Cl:27])[CH:8]=2)=[O:4] |f:1.2|. Reported procedure: A 2 L three necked round bottom flask equipped with a mechanical stirrer, a nitrogen bubbler and a thermometer was charged with 7-chloro-3-(4-methoxycarbonyl-benzyl)-4-oxo-1-phenyl-1,4-dihydro-quinoline-2-carboxylic acid methyl ester (34 g, 73.6 mmol) methanol (600 mL) and 1,4-dioxane (300 mL). The resulting mixture was treated with lithium hydroxide (3.52 g, 146 mmol). The reaction was stirred at 25° C. over the weekend. At this time, the reaction was warmed to 35° C. and was stirred at 35° C. ... Starting materials: ClC=1C(=C2C(=NC1)N=C(N2C(CC)CC)O)I (6-Chloro-7-iodo-1-(pentan-3-yl)-1H-imidazo[4,5-b]pyridin-2-ol), O1CCOCC1 (dioxane), CC1(OB(OC1(C)C)C(=C)C)C (4,4,5,5-tetramethyl-2-(prop-1-en-2-yl)-1,3,2-dioxaborolane), C(=O)([O-])[O-].[K+].[K+] (K2CO3). The reagents and catalysts are C1=CC=C(C=C1)P([C-]2C=CC=C2)C3=CC=CC=C3.C1=CC=C(C=C1)P([C-]2C=CC=C2)C3=CC=CC=C3.Cl[Pd]Cl.[Fe+2] (PdCl2(dppf)). Run in O (water). Run at temperature 135 celsius. Product: ClC=1C(=C2C(=NC1)N=C(N2C(CC)CC)O)C(=C)C (6-Chloro-1-(pentan-3-yl)-7-(prop-1-en-2-yl)-1H-imidazo[4,5-b]pyridin-2-ol). The yield is 99.9%. RXN SMILES: [Cl:1][C:2]1[C:3](I)=[C:4]2[N:10]([CH:11]([CH2:14][CH3:15])[CH2:12][CH3:13])[C:9]([OH:16])=[N:8][C:5]2=[N:6][CH:7]=1.[CH3:18][C:19]1(C)[C:23](C)(C)OB(C(C)=C)O1.C([O-])([O-])=O.[K+].[K+].O1CCOCC1>C1C=CC(P(C2C=CC=CC=2)[C-]2C=CC=C2)=CC=1.C1C=CC(P(C2C=CC=CC=2)[C-]2C=CC=C2)=CC=1.Cl[Pd]Cl.[Fe+2].O>[Cl:1][C:2]1[C:3]([C:19]([CH3:23])=[CH2:18])=[C:4]2[N:10]([CH:11]([CH2:14][CH3:15])[CH2:12][CH3:13])[C:9]([OH:16])=[N:8][C:5]2=[N:6][CH:7]=1 |f:2.3.4,6.7.8.9|. Reported procedure: 6-Chloro-7-iodo-1-(pentan-3-yl)-1H-imidazo[4,5-b]pyridin-2-ol (25 mg, 0.068 mmol) was added to a dried microwave tube, followed by 4,4,5,5-tetramethyl-2-(prop-1-en-2-yl)-1,3,2-dioxaborolane (20 uL, 0.102 mmol), PdCl2(dppf) (5 mg, 0.0068 mmol), K2CO3 (33 mg, 0.238 mmol), dioxane (3 mL) and water (0.5 mL). The resulting mixture was heated in the microwave at 135° C. for 20 minutes. LCMS showed the starting material was consumed. To the reaction mixture was added saturated NaHCO3 (50 ml), and the p... Starting materials: CC(C)CC(N)C(=O)OC1CCCC1, Cc1cc(C(=O)c2ccc(=O)n(-c3c(F)cc(OCCCOS(C)(=O)=O)cc3F)c2N)ccc1F. Yields the product Cc1cc(C(=O)c2ccc(=O)n(-c3c(F)cc(OCCCNC(CC(C)C)C(=O)OC4CCCC4)cc3F)c2N)ccc1F. Reaction SMILES: [CH:36]1([O:41][C:42]([CH:43]([NH2:44])[CH2:45][CH:46]([CH3:47])[CH3:48])=[O:49])[CH2:37][CH2:38][CH2:39][CH2:40]1.[NH2:1][c:2]1[c:3]([C:26]([c:27]2[cH:28][c:29]([CH3:34])[c:30]([F:33])[cH:31][cH:32]2)=[O:35])[cH:4][cH:5][c:6](=[O:25])[n:7]1-[c:8]1[c:9]([F:24])[cH:10][c:11]([O:12][CH2:13][CH2:14][CH2:15][O:16][S:17]([CH3:18])(=[O:19])=[O:20])[cH:21][c:22]1[F:23]>>[NH2:1][c:2]1[c:3]([C:26]([c:27]2[cH:28][c:29]([CH3:34])[c:30]([F:33])[cH:31][cH:32]2)=[O:35])[cH:4][cH:5][c:6](=[O:25])[n:7]1-[c:8]1[c:9]([F:24])[cH:10][c:11]([O:12][CH2:13][CH2:14][CH2:15][NH:44][CH:43]([C:42]([O:41][CH:36]2[CH2:37][CH2:38][CH2:39][CH2:40]2)=[O:49])[CH2:45][CH:46]([CH3:47])[CH3:48])[cH:21][c:22]1[F:23]. Product: Cn1cccc1-c1ccccc1[N+](=O)[O-]. The reactants are O=[N+]([O-])c1ccccc1Br, Cn1cccc1[Sn](C)(C)C. As a reaction SMILES: [Br:11][c:12]1[c:13]([N+:18](=[O:19])[O-:20])[cH:14][cH:15][cH:16][cH:17]1.[CH3:1][n:2]1[c:3]([Sn:7]([CH3:8])([CH3:9])[CH3:10])[cH:4][cH:5][cH:6]1>>[CH3:1][n:2]1[c:3](-[c:12]2[c:13]([N+:18](=[O:19])[O-:20])[cH:14][cH:15][cH:16][cH:17]2)[cH:4][cH:5][cH:6]1. Reactants: COC=1C=C2CCC(C2=CC1CN[C@@H]1[C@@H](NCCC1)C1=CC=CC=C1)C(F)(F)F ((2S,3S)-3-[(5-Methoxy-1-(trifluoromethyl)indan-6-yl)methylamino]-2-phenylpiperidine), Cl.Cl.FC(C)(F)C=1C=CC(=C(CN[C@@H]2[C@@H](NCCC2)C2=CC=CC=C2)C1)OC(F)(F)F ((2S,3S)-3-(5-(1,1-Difluoroethyl)-2-(trifluoromethoxy)benzyl)amino-2-phenylpiperidine dihydrochloride). Yields the product Cl.Cl.COC=1C=C2CCC(C2=CC1CN[C@@H]1[C@@H](NCCC1)C1=CC=CC=C1)C(F)(F)F ((2S,3S)-3-[(5-Methoxy-1-(trifluoromethyl)indan-6-yl)methylamino]-2-phenylpiperidine dihydrochloride). Reaction SMILES: [CH3:1][O:2][C:3]1[CH:4]=[C:5]2[C:9](=[CH:10][C:11]=1[CH2:12][NH:13][C@H:14]1[CH2:19][CH2:18][CH2:17][NH:16][C@H:15]1[C:20]1[CH:25]=[CH:24][CH:23]=[CH:22][CH:21]=1)[CH:8]([C:26]([F:29])([F:28])[F:27])[CH2:7][CH2:6]2.[ClH:30].Cl.FC(C1C=CC(OC(F)(F)F)=C(C=1)CN[C@H]1CCCN[C@H]1C1C=CC=CC=1)(F)C>>[ClH:30].[ClH:30].[CH3:1][O:2][C:3]1[CH:4]=[C:5]2[C:9](=[CH:10][C:11]=1[CH2:12][NH:13][C@H:14]1[CH2:19][CH2:18][CH2:17][NH:16][C@H:15]1[C:20]1[CH:21]=[CH:22][CH:23]=[CH:24][CH:25]=1)[CH:8]([C:26]([F:29])([F:27])[F:28])[CH2:7][CH2:6]2 |f:1.2.3,4.5.6|. Procedure details: This compound was prepared from Compound 67 in the same manner of Compound 28. Starting materials: CO, CCO, CC(=O)O, C=Cc1ccccn1, Cl, O=C1Nc2cc(C(F)(F)F)ccc2N2CCNCC12. Yields the product O=C1Nc2cc(C(F)(F)F)ccc2N2CCN(CCc3ccccn3)CC12. As a reaction SMILES: [CH3:28][OH:29].[CH3:31][CH2:32][OH:33].[CH3:34][C:35](=[O:36])[OH:37].[CH:20](=[CH2:21])[c:22]1[n:23][cH:24][cH:25][cH:26][cH:27]1.[ClH:30].[F:1][C:2]([c:3]1[cH:4][c:5]2[c:10]([cH:11][cH:12]1)[N:9]1[CH:8]([C:7](=[O:17])[NH:6]2)[CH2:16][NH:15][CH2:14][CH2:13]1)([F:18])[F:19]>>[F:1][C:2]([c:3]1[cH:4][c:5]2[c:10]([cH:11][cH:12]1)[N:9]1[CH:8]([C:7](=[O:17])[NH:6]2)[CH2:16][N:15]([CH2:21][CH2:20][c:22]2[n:23][cH:24][cH:25][cH:26][cH:27]2)[CH2:14][CH2:13]1)([F:18])[F:19]. The reactants are Grignard reagent, C1=C(C=CC2=CC=CC=C12)C#N (2-naphthonitrile), ice water, [Mg] (magnesium), BrC(C)C (2-bromopropane), S(O)(O)(=O)=O (sulfuric acid). Solvent: C(C)OCC (diethyl ether), C(C)OCC (diethyl ether). Reaction conditions: time 0.5 hour. The product is C(C)(C)C(=O)C1=CC2=CC=CC=C2C=C1 (2-naphthyl isopropyl ketone). RXN SMILES: [Mg].Br[CH:3]([CH3:5])[CH3:4].[CH:6]1[C:15]2[C:10](=[CH:11][CH:12]=[CH:13][CH:14]=2)[CH:9]=[CH:8][C:7]=1[C:16]#N.S(=O)(=O)(O)[OH:19]>C(OCC)C>[CH:3]([C:16]([C:7]1[CH:8]=[CH:9][C:10]2[C:15](=[CH:14][CH:13]=[CH:12][CH:11]=2)[CH:6]=1)=[O:19])([CH3:5])[CH3:4]. Procedure details: A Grignard reagent prepared by using 0.61 g of magnesium, 3.6 g of 2-bromopropane and 18 ml of anhydrous diethyl ether, was dropwise added to a mixture comprising 3.0 g of 2-naphthonitrile and 20 ml of anhydrous diethyl ether. After completion of the dropwise addition, the mixture was reacted for 12 hours under reflux. The reaction mixture was put into ice water, and 6N sulfuric acid was added to bring the mixture to be weakly acidic, followed by stirring for 0.5 hour. The mixture was extracted ... Starting materials: [O-]CC.[Na+] (sodium ethoxide), Cl (HCl), O=C1NC2=CC(=CC=C2C1)C(=O)C=1C=C(C=CC1)NC(=O)C=1C=NN(C1C)C (1,5-Dimethyl-1H-pyrazole-4-carboxylic acid [3-(2-oxo-2,3-dihydro-1H-indole-6-carbonyl)-phenyl]-amide), C(=O)OCC (ethyl formate). Run in C(C)O (ethanol), CCO (EtOH), C(C)O (ethanol). Run at temperature 78 celsius. Yields the product OC=C1C(NC2=CC(=CC=C12)C(=O)C=1C=C(C=CC1)NC(=O)C=1C=NN(C1C)C)=O (1,5-Dimethyl-1H-pyrazole-4-carboxylic acid [3-(3-hydroxymethylene-2-oxo-2,3-dihydro-1H-indole-6-carbonyl)-phenyl]-amide). Yield: 74.0%. Reaction SMILES: [O:1]=[C:2]1[CH2:10][C:9]2[C:4](=[CH:5][C:6]([C:11]([C:13]3[CH:14]=[C:15]([NH:19][C:20]([C:22]4[CH:23]=[N:24][N:25]([CH3:28])[C:26]=4[CH3:27])=[O:21])[CH:16]=[CH:17][CH:18]=3)=[O:12])=[CH:7][CH:8]=2)[NH:3]1.[CH:29](OCC)=[O:30].[O-]CC.[Na+].Cl>C(O)C>[OH:30][CH:29]=[C:10]1[C:9]2[C:4](=[CH:5][C:6]([C:11]([C:13]3[CH:14]=[C:15]([NH:19][C:20]([C:22]4[CH:23]=[N:24][N:25]([CH3:28])[C:26]=4[CH3:27])=[O:21])[CH:16]=[CH:17][CH:18]=3)=[O:12])=[CH:7][CH:8]=2)[NH:3][C:2]1=[O:1] |f:2.3|. Procedure: 1,5-Dimethyl-1H-pyrazole-4-carboxylic acid [3-(2-oxo-2,3-dihydro-1H-indole-6-carbonyl)-phenyl]-amide (0.172 g, 0.4594 mmol) and ethyl formate (0.11 mL, 1.37 mmol) were dissolved in anhydrous ethanol (5 mL). The resulting solution was treated in dropwise fashion with a 21 wt % solution of sodium ethoxide in ethanol (0.86 mL, 2.3 mmol). This reaction mixture was heated at 78° C. for 0.5 h, producing a black oil. Subsequently, the reaction mixture was cooled to room temperature, and then the reacti... The reactants are C(#N)C(C)(C)C=1C=C(C(=O)NC2=CC(=CC=C2)NC=O)C=CC1 (3-(1-cyano-1-methylethyl)-N-[3-(formylamino)phenyl]benzamide), C(C)N(C(C)C)C(C)C (N-ethyl-N-isopropylpropane-2-amine), ClC1=NC=C(C(=N1)SC#N)[N+](=O)[O-] (2-chloro-5-nitropyrimidin-4-yl thiocyanate), C(O)([O-])=O.[Na+] (sodium hydrogen carbonate). The solvent is O1CCCC1 (tetrahydrofuran). Reaction conditions: time 30 minute. Yields the product C(#N)C(C)(C)C=1C=C(C=CC1)C(=O)NC=1C=C(C=CC1)NC1=NC=C(C(=N1)SC#N)[N+](=O)[O-] (2-{[3-({[3-(1-cyano-1-methylethyl)phenyl]carbonyl}amino)phenyl]amino}-5-nitropyrimidin-4-yl thiocyanate). Yield: 83.9%. RXN SMILES: [C:1]([C:3]([C:6]1[CH:7]=[C:8]([CH:21]=[CH:22][CH:23]=1)[C:9]([NH:11][C:12]1[CH:17]=[CH:16][CH:15]=[C:14]([NH:18][CH:19]=O)[CH:13]=1)=[O:10])([CH3:5])[CH3:4])#[N:2].C(N(C(C)C)C(C)C)C.ClC1[N:39]=[C:38]([S:40][C:41]#[N:42])[C:37]([N+:43]([O-:45])=[O:44])=[CH:36][N:35]=1.C(=O)([O-])O.[Na+]>O1CCCC1>[C:1]([C:3]([C:6]1[CH:7]=[C:8]([C:9]([NH:11][C:12]2[CH:13]=[C:14]([NH:18][C:19]3[N:39]=[C:38]([S:40][C:41]#[N:42])[C:37]([N+:43]([O-:45])=[O:44])=[CH:36][N:35]=3)[CH:15]=[CH:16][CH:17]=2)=[O:10])[CH:21]=[CH:22][CH:23]=1)([CH3:5])[CH3:4])#[N:2] |f:3.4|. Reported procedure: To a solution of 3-(1-cyano-1-methylethyl)-N-[3-(formylamino)phenyl]benzamide (676 mg, 2.42 mmol) in tetrahydrofuran (10 mL) were added N-ethyl-N-isopropylpropane-2-amine (643 μL, 3.63 mmol) and 2-chloro-5-nitropyrimidin-4-yl thiocyanate (576 mg, 2.66 mmol), and the mixture was stirred at room temperature for 30 min. To the reaction mixture was added saturated aqueous sodium hydrogen carbonate solution (30 mL), and the mixture was extracted with ethyl acetate (30 mL, 10 mL). The combined organic... Starting materials: C(C=C)(=O)Cl, c12nc(nc(c1c(c[nH]2)c1c(cccn1)F)O[C@H]1C[C@@H](C1)NC)Nc1cnn(c1)C. The reagents and catalysts are C(=O)([O-])[O-].[Na+].[Na+] (Na2CO3), O (water), c1ccc(cc1)-c2c3ccccc3cc4ccccc24 (9-Phenylanthracene). The solvent is C1CCOC1 (THF). Conditions: time nan hour. Yields the product CN([C@@H]1C[C@H](C1)Oc2nc(Nc3cnn(C)c3)nc4[nH]cc(c5ncccc5F)c24)C(=O)C=C. Reaction SMILES: [CH3:1][NH:2][C@H:3]1[CH2:6][C@H:5]([O:7][c:8]2[c:30]([c:19]3[n:18][c:10]([NH:11][c:12]4[cH:17][n:15]([CH3:16])[n:14][cH:13]4)[n:9]2)[c:22]([c:23]5[c:28]([F:29])[cH:27][cH:26][cH:25][n:24]5)[cH:21][nH:20]3)[CH2:4]1.Cl[C:31]([CH:33]=[CH2:34])=[O:32]>>[CH3:1][N:2]([C:31]([CH:33]=[CH2:34])=[O:32])[C@H:3]1[CH2:6][C@H:5]([O:7][c:8]2[c:30]([c:19]3[n:18][c:10]([NH:11][c:12]4[cH:17][n:15]([CH3:16])[n:14][cH:13]4)[n:9]2)[c:22]([c:23]5[c:28]([F:29])[cH:27][cH:26][cH:25][n:24]5)[cH:21][nH:20]3)[CH2:4]1.